Dataset: the Open Reaction Database (ORD), a public repository of structured organic reaction records. Task: describe an organic reaction: reactants, conditions, products, and yield Starting materials: O=C1c2cc(Br)cc(Br)c2CCC1Br, CN(C)C=O, c1c[nH]cn1. The product is O=C1c2cc(Br)cc(Br)c2CCC1n1ccnc1. Reaction SMILES: [Br:1][CH:2]1[C:3](=[O:14])[c:4]2[cH:5][c:6]([Br:13])[cH:7][c:8]([Br:12])[c:9]2[CH2:10][CH2:11]1.[CH3:20][N:21]([CH3:22])[CH:23]=[O:24].[nH:15]1[cH:16][n:17][cH:18][cH:19]1>>[CH:2]1([n:15]2[cH:16][n:17][cH:18][cH:19]2)[C:3](=[O:14])[c:4]2[cH:5][c:6]([Br:13])[cH:7][c:8]([Br:12])[c:9]2[CH2:10][CH2:11]1. Reactants: IC1=C(C=NC=C1)NCC#N ((4-iodo-pyridin-3-ylamino)-acetonitrile), CC1=C(C=CC=C1)B(O)O (2-methylphenylboronic acid). Solvent: CCCCCCC.CCOC(=O)C (n-heptane EtOAc). The product is C1(=C(C=CC=C1)C1=C(C=NC=C1)NCC#N)C ((4-o-Tolyl-pyridin-3-ylamino)-acetonitrile). As a reaction SMILES: I[C:2]1[CH:7]=[CH:6][N:5]=[CH:4][C:3]=1[NH:8][CH2:9][C:10]#[N:11].[CH3:12][C:13]1[CH:18]=[CH:17][CH:16]=[CH:15][C:14]=1B(O)O>CCCCCCC.CCOC(C)=O>[C:13]1([CH3:12])[CH:18]=[CH:17][CH:16]=[CH:15][C:14]=1[C:2]1[CH:7]=[CH:6][N:5]=[CH:4][C:3]=1[NH:8][CH2:9][C:10]#[N:11] |f:2.3|. Procedure details: The title compound was prepared in analogy to example 72, from (4-iodo-pyridin-3-ylamino)-acetonitrile and 2-methylphenylboronic acid (CAS RN 16419-60-6) and using a gradient of n-heptane:EtOAc (100:0 to 0:100) for the chromatographic purification. Light brown solid (48%). MS (ESI): m/z=224.12 [M+H]+. Starting materials: O (water), COC1=CC=C(C=C1)C1=CC2=C(S1)C=C(C=C2)OC (2-(4'-methoxyphenyl)-6-methoxybenzo[b]thiophene), COC=1C=C(C=C(C1OC)OC)CCC(=O)Cl (3-(3',4',5'-trimethoxyphenyl)propionyl chloride), [Al+3].[Cl-].[Cl-].[Cl-] (AlCl3). Run in C(Cl)Cl (CH2Cl2), CCOC(=O)C (EtOAc), C(Cl)Cl (CH2Cl2). Yields the product COC=1C=C(C=C(C1OC)OC)CCC(=O)C=1C2=C(SC1C1=CC=C(C=C1)OC)C=C(C=C2)OC (3-[3'(3",4",5"-trimethoxyphenyl)propionyl]-2-(4'methoxyphenyl)-6-methoxybenzo[b]thiophene). Reaction SMILES: [CH3:1][O:2][C:3]1[CH:8]=[CH:7][C:6]([C:9]2[S:13][C:12]3[CH:14]=[C:15]([O:18][CH3:19])[CH:16]=[CH:17][C:11]=3[CH:10]=2)=[CH:5][CH:4]=1.[CH3:20][O:21][C:22]1[CH:23]=[C:24]([CH2:32][CH2:33][C:34](Cl)=[O:35])[CH:25]=[C:26]([O:30][CH3:31])[C:27]=1[O:28][CH3:29].[Al+3].[Cl-].[Cl-].[Cl-].O>C(Cl)Cl.CCOC(C)=O>[CH3:31][O:30][C:26]1[CH:25]=[C:24]([CH2:32][CH2:33][C:34]([C:10]2[C:11]3[CH:17]=[CH:16][C:15]([O:18][CH3:19])=[CH:14][C:12]=3[S:13][C:9]=2[C:6]2[CH:7]=[CH:8][C:3]([O:2][CH3:1])=[CH:4][CH:5]=2)=[O:35])[CH:23]=[C:22]([O:21][CH3:20])[C:27]=1[O:28][CH3:29] |f:2.3.4.5|. Reported procedure: To a well-stirred solution of 2-(4'-methoxyphenyl)-6-methoxybenzo[b]thiophene (0.206 g, 0.762 mmol) and 3-(3',4',5'-trimethoxyphenyl)propionyl chloride (0.390 g, 1.51 mmol) in CH2Cl2 (50 mL) was added AlCl3 (0.520 g, 3.89 mmol) portion-wise over a 15 minute period. After 18 hours (total reaction time), water was added, and the product was isolated initially by extraction with CH2Cl2 and subsequently by extraction with EtOAc. The organic layers were separately washed sequentially with NaHCO3 (sat... RXN SMILES: [O:1]=[C:2]1[C:6]2([CH2:11][CH2:10][CH2:9][N:8]([C:12]([O:14][C:15]([CH3:18])([CH3:17])[CH3:16])=[O:13])[CH2:7]2)[CH:5]([C:19]2[CH:24]=[CH:23][CH:22]=[CH:21][CH:20]=2)[CH2:4][NH:3]1.[H-].[Na+].I[CH2:28][CH3:29]>C1COCC1>[CH2:28]([N:3]1[CH2:4][CH:5]([C:19]2[CH:20]=[CH:21][CH:22]=[CH:23][CH:24]=2)[C:6]2([CH2:11][CH2:10][CH2:9][N:8]([C:12]([O:14][C:15]([CH3:18])([CH3:17])[CH3:16])=[O:13])[CH2:7]2)[C:2]1=[O:1])[CH3:29] |f:1.2|. The solvent is C1CCOC1 (THF). The reactants are ICC (iodoethane), O=C1NCC(C12CN(CCC2)C(=O)OC(C)(C)C)C2=CC=CC=C2 (tert-Butyl 1-oxo-4-phenyl-2,7-diazaspiro[4,5]decane-7-carboxylate), [H-].[Na+] (sodium hydride), ice brine. Reaction conditions: time 10 minute. Procedure: tert-Butyl 1-oxo-4-phenyl-2,7-diazaspiro[4,5]decane-7-carboxylate (ASW MedChem) (1 g, 3.03 mmol) was dissolved in THF (20 ml) under an atmosphere of nitrogen. The solution was cooled (ice/brine bath) and treated with sodium hydride (60% in oil) (0.133 g, 3.33 mmol). The reaction mixture was stirred for 10 minutes and iodoethane (0.269 ml, 3.33 mmol) was added dropwise. The ice bath was removed and the reaction mixture was stirred at room temperature overnight. The reaction was quenched with wate... The product is C(C)N1C(C2(C(C1)C1=CC=CC=C1)CN(CCC2)C(=O)OC(C)(C)C)=O (tert-Butyl 2-ethyl-1-oxo-4-phenyl-2,7-diazaspiro[4.5]decane-7-carboxylate). The reactants are [N+](=O)([O-])C=1C=C(C=CC1)S(=O)(=O)[O-].[Na+] (sodium m-nitrobenzenesulfonate), C1C2=C(CC3=C1NC4=CC=CC=C4C3=O)NC5=CC=CC=C5C2=O (6,13-dihydroquinacridone), [OH-].[Na+] (NaOH), S(O)(O)(=O)=O (sulfuric acid), [OH-].[Na+] (NaOH). The solvent is CO (methanol). Product: C1=CC=C2C(=C1)C(=O)C3=CC4=C(C=C3N2)C(=O)C5=CC=CC=C5N4 (quinacridone). RXN SMILES: [CH2:1]1[C:6]2[NH:7][C:8]3[C:13]([C:14](=[O:15])[C:5]=2[CH2:4][C:3]2[NH:16][C:17]4[C:22]([C:23](=[O:24])[C:2]1=2)=[CH:21][CH:20]=[CH:19][CH:18]=4)=[CH:12][CH:11]=[CH:10][CH:9]=3.[OH-].[Na+].S(=O)(=O)(O)O.[N+](C1C=C(S([O-])(=O)=O)C=CC=1)([O-])=O.[Na+]>CO>[CH:20]1[CH:21]=[C:22]2[C:23]([C:2]3[C:3]([NH:16][C:17]2=[CH:18][CH:19]=1)=[CH:4][C:5]1[C:14]([C:13]2[C:8]([NH:7][C:6]=1[CH:1]=3)=[CH:9][CH:10]=[CH:11][CH:12]=2)=[O:15])=[O:24] |f:1.2,4.5|. Procedure details: 10 Parts of the 6,13-dihydroquinacridone obtained in Example 9 and 80 parts of methanol were charged into a 200-ml flask having a refluxer, and stirred. 12 Parts of a 50% NaOH aqueous solution was added, and the mixture was stirred at 40° C. for 30 minutes to form a salt. 26 Parts of 10% sulfuric acid was added dropwise to hydrolyze the salt, and the reaction mixture was refluxed under heat for 1 hour. 10 Parts of sodium m-nitrobenzenesulfonate was added, and immediately therafter, 3 parts of a ... The yield is 57.3%. The reactants are [N+](=O)([O-])C1=CC=C(CBr)C=C1 (4-nitrobenzyl bromide), Cl (HCl), NC=1C=C(C=CC1)S(=O)(=O)O (3-aminobenzenesulfonic acid), 83.0, O.O.O.C(C)(=O)[O-].[Na+] (sodium acetate trihydrate). Solvent: O (water), C(C)#N (acetonitrile), C(C)#N (acetonitrile), O (water). Product: [N+](=O)([O-])C1=CC=C(C=C1)CNC=1C=C(C=CC1)S(=O)(=O)O (3-(((4-nitrophenyl)methyl)amino)benzenesulfonic acid). Reported procedure: After 52.0 g (0.30 mole) of 3-aminobenzenesulfonic acid in 225 ml of warm (65° C.) water and 83.0 (0.61 mole) of sodium acetate trihydrate in 75 ml of acetonitrile was combined and the temperature stabilized at approximately 68°-70° C., 43.2 g (0.20 mole) of 4-nitrobenzyl bromide in 85 ml of warmed acetonitrile was added dropwise over 70 minutes. The orange-red solution was then refluxed for 2 hrs, then acidified with 42 ml of conc. HCl over 40 minutes while simultaneously distilling off 110 ml ... Reaction SMILES: [NH2:1][C:2]1[CH:3]=[C:4]([S:8]([OH:11])(=[O:10])=[O:9])[CH:5]=[CH:6][CH:7]=1.O.O.O.C([O-])(=O)C.[Na+].[N+:20]([C:23]1[CH:30]=[CH:29][C:26]([CH2:27]Br)=[CH:25][CH:24]=1)([O-:22])=[O:21].Cl>C(#N)C.O>[N+:20]([C:23]1[CH:30]=[CH:29][C:26]([CH2:27][NH:1][C:2]2[CH:3]=[C:4]([S:8]([OH:11])(=[O:9])=[O:10])[CH:5]=[CH:6][CH:7]=2)=[CH:25][CH:24]=1)([O-:22])=[O:21] |f:1.2.3.4.5|. Reactants: COC(C1=CC=C(C=C1)CC(CC1=CC=C(C=C1)C1=CCCCC1)C(N(C1=CC=CC=C1)C1=CC=C2C(=CC=C2)O1)=O)=O (4-[2-(4-Benzofuran-2-ylphenylcarbamoyl)-3-(4-cyclohex-1-enylphenyl)-propyl]-benzoic acid methyl ester), [OH-].[Li+] (lithium hydroxide). Solvent: C1CCOC1.CO.O (THF MeOH H2O). Run at time 5 hour. Product: O1C(=CC=C2C1=CC=C2)N(C(=O)C(CC2=CC=C(C(=O)O)C=C2)CC2=CC=C(C=C2)C2=CCCCC2)C2=CC=CC=C2 (4-[2-(4-Benzofuran-2-ylphenylcarbamoyl)-3-(4-cyclohex-1-enylphenyl)-propyl]-benzoic acid). As a reaction SMILES: C[O:2][C:3](=[O:43])[C:4]1[CH:9]=[CH:8][C:7]([CH2:10][CH:11]([C:25](=[O:42])[N:26]([C:33]2[O:41][C:37]3=[CH:38][CH:39]=[CH:40][C:36]3=[CH:35][CH:34]=2)[C:27]2[CH:32]=[CH:31][CH:30]=[CH:29][CH:28]=2)[CH2:12][C:13]2[CH:18]=[CH:17][C:16]([C:19]3[CH2:24][CH2:23][CH2:22][CH2:21][CH:20]=3)=[CH:15][CH:14]=2)=[CH:6][CH:5]=1.[OH-].[Li+]>C1COCC1.CO.O>[O:41]1[C:37]2=[CH:38][CH:39]=[CH:40][C:36]2=[CH:35][CH:34]=[C:33]1[N:26]([C:27]1[CH:32]=[CH:31][CH:30]=[CH:29][CH:28]=1)[C:25]([CH:11]([CH2:12][C:13]1[CH:14]=[CH:15][C:16]([C:19]2[CH2:24][CH2:23][CH2:22][CH2:21][CH:20]=2)=[CH:17][CH:18]=1)[CH2:10][C:7]1[CH:8]=[CH:9][C:4]([C:3]([OH:43])=[O:2])=[CH:5][CH:6]=1)=[O:42] |f:1.2,3.4.5|. Procedure details: To the crude 4-[2-(4-Benzofuran-2-ylphenylcarbamoyl)-3-(4-cyclohex-1-enylphenyl)-propyl]-benzoic acid methyl ester from step e dissolved in 20 mL of THF/MeOH/H2O (3:1:1) was added lithium hydroxide (74 mg, 1.8 mmol) After stirring for 5 hrs at RT, the organic solvents were removed under vacuum and the reaction residue diluted further with water (25 mL). The aqueous mixture was made acidic with 1 N HCl and extracted with ethyl acetate. The ethyl acetate portion was then dried over Na2SO4 and conc...